describe an organic reaction: reactants, conditions, products, and yield From a dataset of the Open Reaction Database (ORD), a public repository of structured organic reaction records. The reactants are CC1=CC=C(C=C1)C1=C(C=NO1)C(=O)O (5-(4-methylphenyl)isoxazole-4-carboxylic acid), CN(C)C(=[N+](C)C)ON1C2=C(C=CC=C2)N=N1.[B-](F)(F)(F)F (TBTU), C(C)N(C(C)C)C(C)C (N-ethyl-N-isopropylpropan-2-amine), Cl.N1CC(CCC1)C(CC)(CC)O (3-piperidin-3-ylpentan-3-ol hydrochloride). Run in CN(C)C=O (DMF). Run at time 2 hour. Product: CC1=CC=C(C=C1)C1=C(C=NO1)C(=O)N1CC(CCC1)C(CC)(CC)O (3-(1-{[5-(4-methylphenyl)isoxazol-4-yl]carbonyl}piperidin-3-yl)pentan-3-ol). The yield is 44.9%. As a reaction SMILES: [CH3:1][C:2]1[CH:7]=[CH:6][C:5]([C:8]2[O:12][N:11]=[CH:10][C:9]=2[C:13]([OH:15])=O)=[CH:4][CH:3]=1.CN(C(ON1N=NC2C=CC=CC1=2)=[N+](C)C)C.[B-](F)(F)(F)F.C(N(C(C)C)C(C)C)C.Cl.[NH:48]1[CH2:53][CH2:52][CH2:51][CH:50]([C:54]([OH:59])([CH2:57][CH3:58])[CH2:55][CH3:56])[CH2:49]1>CN(C=O)C>[CH3:1][C:2]1[CH:3]=[CH:4][C:5]([C:8]2[O:12][N:11]=[CH:10][C:9]=2[C:13]([N:48]2[CH2:53][CH2:52][CH2:51][CH:50]([C:54]([OH:59])([CH2:57][CH3:58])[CH2:55][CH3:56])[CH2:49]2)=[O:15])=[CH:6][CH:7]=1 |f:1.2,4.5|. Reported procedure: A solution of 5-(4-methylphenyl)isoxazole-4-carboxylic acid (10 mg, 0.05 mmol), TBTU (19 mg, 0.06 mmol, 1,2 equ.) and N-ethyl-N-isopropylpropan-2-amine (17 μL, 0.010 mmol, 2 equ) in DMF (0.3 mL) was added to 3-piperidin-3-ylpentan-3-ol hydrochloride (10 mg, 0.05 mmol) and the reaction mixture was left at rt for 2 h. The solvent was evaporated and the crude product was purified by RP-HPLC. After evaporation of the solvents the product was dried in vacuum to yield the title compound (8 mg). MS (ES... Product: C([O-])([O-])=O.C(C)[N+](CC)(CC)CC.C(C)[N+](CC)(CC)CC (tetraethylammonium carbonate). Procedure: Process according to claim 4 wherein carbon dioxide is passed through aqueous tetraethylammonium hydroxide to a pH of 8.3 to form tetraethylammonium carbonate plus dissolved carbon dioxide; adding the said tetraethylammonium carbonate to an aqueous solution of nitrates of yttrium, barium, and copper in a Y:Ba:Cu atomic ratio of 1:2:3 at a pH of about 7.7-8.0, thereby to precipitate the said Y, Ba, and Cu as carbonates; recovering and drying the precipitate; calcining the dried precipitate at abo... Reactants: C(=O)=O (carbon dioxide), [OH-].C(C)[N+](CC)(CC)CC (tetraethylammonium hydroxide). RXN SMILES: [C:1](=[O:3])=[O:2].[OH-:4].[CH2:5]([N+:7]([CH2:12][CH3:13])([CH2:10][CH3:11])[CH2:8][CH3:9])[CH3:6]>>[C:1](=[O:4])([O-:3])[O-:2].[CH2:5]([N+:7]([CH2:12][CH3:13])([CH2:10][CH3:11])[CH2:8][CH3:9])[CH3:6].[CH2:5]([N+:7]([CH2:12][CH3:13])([CH2:10][CH3:11])[CH2:8][CH3:9])[CH3:6] |f:1.2,3.4.5|. Reactants: COc1cc(S(=O)(=O)Cl)cc(OC)c1OC, CO, COc1ccc(N)cc1O. Product: COc1ccc(NS(=O)(=O)c2cc(OC)c(OC)c(OC)c2)cc1O. Reaction SMILES: [CH3:1][O:2][c:3]1[cH:4][c:5]([S:13](=[O:14])(=[O:15])[Cl:16])[cH:6][c:7]([O:11][CH3:12])[c:8]1[O:9][CH3:10].[CH3:27][OH:28].[OH:17][c:18]1[cH:19][c:20]([NH2:21])[cH:22][cH:23][c:24]1[O:25][CH3:26]>>[CH3:1][O:2][c:3]1[cH:4][c:5]([S:13](=[O:14])(=[O:15])[NH:21][c:20]2[cH:19][c:18]([OH:17])[c:24]([O:25][CH3:26])[cH:23][cH:22]2)[cH:6][c:7]([O:11][CH3:12])[c:8]1[O:9][CH3:10]. Reactants: CNC1(C(=O)OC)CC1, CN1CCOCC1, CCN=C=NCCCN(C)C, ClCCl, On1nnc2ccccc21, O=C(O)CNC(=O)OCc1ccccc1. The product is COC(=O)C1(N(C)C(=O)CNC(=O)OCc2ccccc2)CC1. Reaction SMILES: [CH3:1][NH:2][C:3]1([C:6](=[O:7])[O:8][CH3:9])[CH2:4][CH2:5]1.[CH3:20][N:21]1[CH2:22][CH2:23][O:24][CH2:25][CH2:26]1.[CH3:42][CH2:43][N:44]=[C:45]=[N:46][CH2:47][CH2:48][CH2:49][N:50]([CH3:51])[CH3:52].[Cl:53][CH2:54][Cl:55].[OH:10][n:11]1[c:12]2[c:13]([cH:14][cH:15][cH:16][cH:17]2)[n:18][n:19]1.[c:27]1([CH2:33][O:34][C:35](=[O:36])[NH:37][CH2:38][C:39](=[O:40])[OH:41])[cH:28][cH:29][cH:30][cH:31][cH:32]1>>[CH3:1][N:2]([C:3]1([C:6](=[O:7])[O:8][CH3:9])[CH2:4][CH2:5]1)[C:39]([CH2:38][NH:37][C:35]([O:34][CH2:33][c:27]1[cH:28][cH:29][cH:30][cH:31][cH:32]1)=[O:36])=[O:40]. The reactants are COc1ccc(Br)cc1, CCOCC, O=S(=O)(O)O, O=C(Cc1ccccc1)c1ccccc1. Yields the product COc1ccc(C(O)(Cc2ccccc2)c2ccccc2)cc1. RXN SMILES: [Br:1][c:2]1[cH:3][cH:4][c:5]([O:8][CH3:9])[cH:6][cH:7]1.[CH3:30][CH2:31][O:32][CH2:33][CH3:34].[S:25](=[O:26])(=[O:27])([OH:28])[OH:29].[c:10]1([C:16](=[O:17])[CH2:18][c:19]2[cH:20][cH:21][cH:22][cH:23][cH:24]2)[cH:11][cH:12][cH:13][cH:14][cH:15]1>>[c:2]1([C:16]([c:10]2[cH:11][cH:12][cH:13][cH:14][cH:15]2)([OH:17])[CH2:18][c:19]2[cH:20][cH:21][cH:22][cH:23][cH:24]2)[cH:3][cH:4][c:5]([O:8][CH3:9])[cH:6][cH:7]1. Starting materials: CCc1c(-c2ccc(OCc3ccccc3)cc2)c2ccc3ccc(CO)c1n32, CCO, CS(C)=O, CCOCC, ClCCN1CCCC1, Cl, [H-], [Na+], O. Yields the product CCc1c(-c2ccc(OCc3ccccc3)cc2)c2ccc3ccc(COCCN4CCCC4)c1n32. Reaction SMILES: [CH2:1]([c:2]1[cH:3][cH:4][cH:5][cH:6][cH:7]1)[O:8][c:9]1[cH:10][cH:11][c:12](-[c:15]2[c:16]([CH2:28][CH3:29])[c:17]3[c:18]([CH2:26][OH:27])[cH:19][cH:20][c:21]4[n:22]3[c:23]2[cH:24][cH:25]4)[cH:13][cH:14]1.[CH3:41][CH2:42][OH:43].[CH3:44][S:45]([CH3:46])=[O:47].[CH3:49][CH2:50][O:51][CH2:52][CH3:53].[Cl:33][CH2:34][CH2:35][N:36]1[CH2:37][CH2:38][CH2:39][CH2:40]1.[ClH:32].[H-:30].[Na+:31].[OH2:48]>>[CH2:1]([c:2]1[cH:3][cH:4][cH:5][cH:6][cH:7]1)[O:8][c:9]1[cH:10][cH:11][c:12](-[c:15]2[c:16]([CH2:28][CH3:29])[c:17]3[c:18]([CH2:26][O:27][CH2:34][CH2:35][N:36]4[CH2:37][CH2:38][CH2:39][CH2:40]4)[cH:19][cH:20][c:21]4[n:22]3[c:23]2[cH:24][cH:25]4)[cH:13][cH:14]1.